Dataset: the Open Reaction Database (ORD), a public repository of structured organic reaction records. Task: describe an organic reaction: reactants, conditions, products, and yield Reactants: C(C1=CC=CC=C1)N1CC(OCC1)CN1C(N(C2=C1C=CC=C2)C2=CC=CC=C2)=O (4-benzyl-2-(1-phenyl-2,3-dihydro-benzimidazol-2-on-3-yl-methyl)-morpholine), Cl.CN1C(N(C2=C1C=CC=C2)CC2CNCCO2)=O (2-(1-methyl-2,3-dihydrobenzimidazol-2-on-3-yl-methyl)-morpholine hydrochloride), C(\C=C/C(=O)O)(=O)O (maleic acid). Solvent: C(C)(C)O (isopropyl alcohol), C(C)(C)O (isopropanol). Yields the product C(\C=C/C(=O)O)(=O)O.C1(=CC=CC=C1)N1C(N(C2=C1C=CC=C2)CC2CNCCO2)=O (2-(1-phenyl-2,3-dihydro-benzimidazol-2-on-3-yl-methyl)-morpholine maleate). As a reaction SMILES: C([N:8]1[CH2:13][CH2:12][O:11][CH:10]([CH2:14][N:15]2[C:19]3[CH:20]=[CH:21][CH:22]=[CH:23][C:18]=3[N:17]([C:24]3[CH:29]=[CH:28][CH:27]=[CH:26][CH:25]=3)[C:16]2=[O:30])[CH2:9]1)C1C=CC=CC=1.Cl.CN1C2C=CC=CC=2N(CC2OCCNC2)C1=O.[C:50]([OH:57])(=[O:56])/[CH:51]=[CH:52]\[C:53]([OH:55])=[O:54]>C(O)(C)C>[C:50]([OH:57])(=[O:56])/[CH:51]=[CH:52]\[C:53]([OH:55])=[O:54].[C:24]1([N:17]2[C:18]3[CH:23]=[CH:22][CH:21]=[CH:20][C:19]=3[N:15]([CH2:14][CH:10]3[O:11][CH2:12][CH2:13][NH:8][CH2:9]3)[C:16]2=[O:30])[CH:25]=[CH:26][CH:27]=[CH:28][CH:29]=1 |f:1.2,5.6|. Reported procedure: 18 g of 4-benzyl-2-(1-phenyl-2,3-dihydro-benzimidazol-2-on-3-yl-methyl)-morpholine are treated as in part (a) of Example 2. After evaporation of the solvent under reduced pressure, 15 g of an oily product are obtained and are dissolved in hot isopropyl alcohol. A hot solution of maleic acid in isopropanol is added. The salt precipitates slowly. 16.5 g of 2-(1-phenyl-2,3-dihydro-benzimidazol-2-on-3-yl-methyl)-morpholine maleate are obtained, m.p. 200° C. Starting materials: CC(C)([O-])C.[K+] (Potassium t-butoxide), solution, F[C@H]1C[C@H]2[C@@H]3CCC([C@@]3(C)CC=C2[C@]2(CCC(C=C12)=O)C)=O (6α-Fluoroandrost-4,9(11)-diene-3,17-dione). Solvent: C1CCOC1 (THF), C1CCOC1 (THF). Conditions: time 40 minute. Yields the product C(#C)[C@]1([C@]2(C)[C@@H](CC1)[C@@H]1CC(=C3CC(CC[C@]3(C)C1=CC2)=O)F)O (17α-Ethynyl-6-fluoro-17β-hydroxyandrost-5,9(11)-diene-3-one). RXN SMILES: [CH3:1][C:2](C)([O-])C.[K+].[F:7][C@@H:8]1[C:25]2[C@:20]([CH3:27])([CH2:21][CH2:22][C:23](=[O:26])[CH:24]=2)[C:19]2[C@H:10]([C@H:11]3[C@@:15]([CH2:17][CH:18]=2)([CH3:16])[C:14](=[O:28])[CH2:13][CH2:12]3)[CH2:9]1>C1COCC1>[C:1]([C@:14]1([OH:28])[CH2:13][CH2:12][C@H:11]2[C@H:10]3[C:19](=[CH:18][CH2:17][C@:15]12[CH3:16])[C@:20]1([CH3:27])[C:25]([CH2:24][C:23](=[O:26])[CH2:22][CH2:21]1)=[C:8]([F:7])[CH2:9]3)#[CH:2] |f:0.1|. Procedure details: Potassium t-butoxide (as a 20% solution in THF, 1.6 ml) is added to THF (10 ml) containing 6α-fluoro-androst-4,9(11)-diene-3,17-dione (V, Example 4, 350 mg), previously cooled to -10°. After stirring at -10° for 40 min, acetylene is slowly bubbled in over 2 hrs. The solution is then allowed to warm to 20°-25°, quenched with aqueous ammonium chloride and extracted with ethyl acetate which is then back extracted with water, dried over sodium sulfate, the solvent removed under reduced pressure to g... Reactants: N[C@@H](CC1=CC=CC=C1)C(=O)O (Phe), NCC(=O)O (Gly), N[C@@H](CCCNC(N)=N)C(=O)O (Arg), N[C@@H](C)C(=O)O (Ala), N[C@@H](CC1=CC=C(C=C1)O)C(=O)O (Tyr), CC(=O)CC(=O)O (diacetate). Product: N[C@@H](CCC(O)=O)C(=O)O (Glu). Reaction SMILES: N[C@H:2]([C:10]([OH:12])=[O:11])CC1C=CC=CC=1.[NH2:13][C@H:14]([C:16]([OH:18])=[O:17])[CH3:15].N[C@H](C(O)=O)CC1C=CC(O)=CC=1.NCC(O)=O.N[C@H](C(O)=O)CCCNC(=N)N.CC(CC(O)=O)=O>>[NH2:13][C@H:14]([C:16]([OH:18])=[O:17])[CH2:15][CH2:2][C:10](=[O:11])[OH:12]. Procedure: 1.03 His: 0.97 Phe: 2.00 Ala: 0.95 Tyr: 1.04 Gly: 0.97 Arg: 0.94 Pro: 0.96 Recovery: 85% (calculated as the diacetate). Starting materials: OC(CN)C1=CC(=CC=C1)C(F)(F)F (2-hydroxy-2-(3-trifluoromethylphenyl)ethanamine), CC1=CC=C(OCC(C)=O)C=C1 ((4-methylphenoxy)propan-2-one). Product: CC1=CC=C(OCC(C)NCC(C2=CC(=CC=C2)C(F)(F)F)O)C=C1 (N-(2-(4-Methylphenoxy)-1-methylethyl)-2-hydroxy-2-(3-trifluoromethylphenyl)ethanamine). As a reaction SMILES: [OH:1][CH:2]([C:5]1[CH:10]=[CH:9][CH:8]=[C:7]([C:11]([F:14])([F:13])[F:12])[CH:6]=1)[CH2:3][NH2:4].[CH3:15][C:16]1[CH:26]=[CH:25][C:19]([O:20][CH2:21][C:22](=O)[CH3:23])=[CH:18][CH:17]=1>>[CH3:15][C:16]1[CH:26]=[CH:25][C:19]([O:20][CH2:21][CH:22]([NH:4][CH2:3][CH:2]([OH:1])[C:5]2[CH:10]=[CH:9][CH:8]=[C:7]([C:11]([F:12])([F:13])[F:14])[CH:6]=2)[CH3:23])=[CH:18][CH:17]=1. Procedure: The title compound was prepared in the manner described in Example 3 using 2-hydroxy-2-(3-trifluoromethylphenyl)ethanamine and (4-methylphenoxy)propan-2-one. The residual oil was chromatographed on Kieselgel 60. Elution with 5% methanol-chloroform gave the title compound m.p. 86-96 (heptane). τ(CDCl3) 8.9 (3H, d, J=6 Hz), 7.7 (3H, s), 6.7-7.6 (5H, m, 2H disappears with D2O) 6.0-6.5 (2H, m), 5.3 (1H, m), 3.25 (2H, d, J=9 Hz), 2.95 (2H, d, J=9 Hz), 2.3-2.65 (4H, m). The reactants are S1(=O)(=O)CCCC1.NC1=NC=C(C(=N1)N)OC=1C(=CC(=C(C1)S(=O)(=O)N)OC)C(C)C (5-(2,4-diamino-pyrimidin-5-yloxy)-4-isopropyl-2-methoxy-benzenesulfonamide sulfolane), Cl (HCl). Solvent: C(C)O (ethanol). Yields the product Cl (monohydrochloride), NC1=NC=C(C(=N1)N)OC=1C(=CC(=C(C1)S(=O)(=O)N)OC)C(C)C (5-(2,4-diamino-pyrimidin-5-yloxy)-4-isopropyl-2-methoxy-benzenesulfonamide). RXN SMILES: S1(CCCC1)(=O)=O.[NH2:8][C:9]1[N:14]=[C:13]([NH2:15])[C:12]([O:16][C:17]2[C:18]([CH:29]([CH3:31])[CH3:30])=[CH:19][C:20]([O:27][CH3:28])=[C:21]([S:23]([NH2:26])(=[O:25])=[O:24])[CH:22]=2)=[CH:11][N:10]=1.[ClH:32]>C(O)C>[ClH:32].[NH2:8][C:9]1[N:14]=[C:13]([NH2:15])[C:12]([O:16][C:17]2[C:18]([CH:29]([CH3:31])[CH3:30])=[CH:19][C:20]([O:27][CH3:28])=[C:21]([S:23]([NH2:26])(=[O:24])=[O:25])[CH:22]=2)=[CH:11][N:10]=1 |f:0.1|. Procedure: A slurry of 5-(2,4-diamino-pyrimidin-5-yloxy)-4-isopropyl-2-methoxy-benzenesulfonamide sulfolane solvate (23.86 kg) in a mixture of ethanol (74.3 kg) and 0.44 N HCl (109.4 kg) was heated to reflux to provide a homogeneous solution of the monohydrochloride salt of 5-(2,4-diamino-pyrimidin-5-yloxy)-4-isopropyl-2-methoxy-benzenesulfonamide. This solution was filtered while hot, then treated with concentrated ammonium hydroxide (3.4 L) to liberate the free base of 5-(2,4-diamino-pyrimidin-5-yloxy)-4...